Dataset: the Open Reaction Database (ORD), a public repository of structured organic reaction records. Task: describe an organic reaction: reactants, conditions, products, and yield Reaction SMILES: [CH3:1][O:2][C:3]([C@@:5]1([NH:10]C(OC(C)(C)C)=O)[CH2:7][C@H:6]1[CH:8]=[CH2:9])=[O:4].[ClH:18]>O1CCOCC1>[ClH:18].[CH3:1][O:2][C:3]([C@@:5]1([NH2:10])[CH2:7][C@H:6]1[CH:8]=[CH2:9])=[O:4] |f:3.4|. Reaction conditions: time 45 minute. Procedure details: Compound 20a (39.96 g, 165.7 mmol) was dissolved in dioxane (25 mL) and the solution added dropwise with stirring to 4 N HCl in dioxane (Aldrich, 250 mL). After 45 min, TLC analysis indicated complete deprotection. Volatiles were removed under reduced pressure, and the residue co-evaporated twice with MeOH (2×100 mL). Ether (300 mL) and MeOH (10 mL) were added to the brown, oily residue and the mixture stirred overnight at room temperature resulting in the precipitation of a semi-solid. Addition... The yield is 76.0%. The reactants are COC(=O)[C@@]1([C@@H](C1)C=C)NC(=O)OC(C)(C)C (N-Boc-(1R,2S)-1-amino-2-vinylcyclopropane carboxylic acid methyl ester), Cl (HCl). Solvent: O1CCOCC1 (dioxane), O1CCOCC1 (dioxane). Product: Cl.COC(=O)[C@@]1([C@@H](C1)C=C)N ((1R,2S)-1-amino-2-vinylcyclopropane carboxylic acid methyl ester hydrochloride). The reactants are C(C)OC(OCC)P(OCC)=O (ethyl diethoxymethylphosphinate), Cl (hydrochloric acid), solution, C(CCC)[Li] (n-butyl lithium). Solvent: CCCCCC (n-hexane). Product: C(CCC)P(C(OCC)OCC)=O (n-butyl(diethoxymethyl)phosphine oxide). RXN SMILES: [CH2:1]([O:3][CH:4]([PH:8](=[O:12])OCC)[O:5][CH2:6][CH3:7])[CH3:2].[CH2:13]([Li])[CH2:14][CH2:15][CH3:16].Cl>CCCCCC>[CH2:13]([PH:8](=[O:12])[CH:4]([O:3][CH2:1][CH3:2])[O:5][CH2:6][CH3:7])[CH2:14][CH2:15][CH3:16]. Procedure: Following the procedure of Example 8, but using 1.96 g of ethyl diethoxymethylphosphinate and 12.5 ml of a 1.6 molar solution of n-butyl lithium in n-hexane and adding 20 ml of 0.1M hydrochloric acid prior to extraction, n-butyl(diethoxymethyl)phosphine oxide is obtained as a colourless oil. Yield: 25.0%. Product: C(C)(=O)C1=C(NC(=C1C)C1=CC=NC=C1)C (3-Acetyl-2,4-dimethyl-5-(4-pyridyl)-1H-pyrrole). Run in C(OC)COC (dimethoxyethane). Procedure: To a stirred solution of 3-acetyl-5-bromo-2,4-dimethyl-1H-pyrrole (5.33 g, 21.1 mmol, including water) in dimethoxyethane (DME; 60 mL) added water (20 mL), sodium bicarbonate (5.32 g, 63.3 mmol), 4-pyridineboronic acid [prepared according to the method of Fischer F. C. et al., J. Red. Trav. Chim. Pays-Bays, 1965, 84, 439. ] (3.11 g, 25.3 mmol) and bis(triphenylphosphine)palladium(II)chloride (1.48 g, 2.11 mmol) at room temperature under nitrogen. The mixture was heated at reflux temperature for ... The reagents and catalysts are C1=CC=C(C=C1)P(C2=CC=CC=C2)C3=CC=CC=C3.C1=CC=C(C=C1)P(C2=CC=CC=C2)C3=CC=CC=C3.Cl[Pd]Cl (bis(triphenylphosphine)palladium(II)chloride), C1=CC=C(C=C1)P(C2=CC=CC=C2)C3=CC=CC=C3.C1=CC=C(C=C1)P(C2=CC=CC=C2)C3=CC=CC=C3.Cl[Pd]Cl (bis(triphenylphosphine)palladium(II)chloride), N1=CC=C(C=C1)B(O)O (4-pyridineboronic acid). The reactants are C(C)(=O)C1=C(NC(=C1C)Br)C (3-acetyl-5-bromo-2,4-dimethyl-1H-pyrrole), O (water), C([O-])(O)=O.[Na+] (sodium bicarbonate), N1=CC=C(C=C1)B(O)O (4-pyridineboronic acid). RXN SMILES: [C:1]([C:4]1[C:8]([CH3:9])=[C:7](Br)[NH:6][C:5]=1[CH3:11])(=[O:3])[CH3:2].O.C(=O)(O)[O-].[Na+].[N:18]1[CH:23]=[CH:22][C:21](B(O)O)=[CH:20][CH:19]=1>C(COC)OC.C1C=CC(P(C2C=CC=CC=2)C2C=CC=CC=2)=CC=1.C1C=CC(P(C2C=CC=CC=2)C2C=CC=CC=2)=CC=1.Cl[Pd]Cl.N1C=CC(B(O)O)=CC=1>[C:1]([C:4]1[C:8]([CH3:9])=[C:7]([C:21]2[CH:22]=[CH:23][N:18]=[CH:19][CH:20]=2)[NH:6][C:5]=1[CH3:11])(=[O:3])[CH3:2] |f:2.3,6.7.8|.